The task is: describe an organic reaction: reactants, conditions, products, and yield. This data is from the Open Reaction Database (ORD), a public repository of structured organic reaction records. Reactants: [N+](=O)([O-])C=1OC2=C(C1C1=CC=CC=C1)C=CC=C2C=O (2-nitro-3-phenylbenzofuran-7-aldehyde), S([O-])(O)=O (bisulfite), S([O-])(O)=O.[Na+] (sodium bisulfite), S([O-])(O)=O.[Na+] (sodium bisulfite), [C-]#N.[Na+] (sodium cyanide). The solvent is O (water), C(C)OCC (diethyl ether), C(Cl)(Cl)Cl (chloroform), O (water). Run at temperature 0 celsius, time 30 minute. Yields the product OC(C#N)C1=CC=CC=2C(=C(OC21)[N+](=O)[O-])C2=CC=CC=C2 (α-hydroxy-2-nitro-3-phenylbenzofuran-7-acetonitrile). As a reaction SMILES: [N+:1]([C:4]1[O:5][C:6]2[C:18]([CH:19]=[O:20])=[CH:17][CH:16]=[CH:15][C:7]=2[C:8]=1[C:9]1[CH:14]=[CH:13][CH:12]=[CH:11][CH:10]=1)([O-:3])=[O:2].S(=O)(O)[O-].[Na+].[C-:26]#[N:27].[Na+].S(=O)(O)[O-]>O.C(Cl)(Cl)Cl.C(OCC)C>[OH:20][CH:19]([C:18]1[C:6]2[O:5][C:4]([N+:1]([O-:3])=[O:2])=[C:8]([C:9]3[CH:14]=[CH:13][CH:12]=[CH:11][CH:10]=3)[C:7]=2[CH:15]=[CH:16][CH:17]=1)[C:26]#[N:27] |f:1.2,3.4|. Reported procedure: A stirred mixture of 2.7 g. (0.010 mole) of 2-nitro-3-phenylbenzofuran-7-aldehyde and 20 ml. of diethyl ether is treated with 1.6 g. (0.015 mole) of sodium bisulfite in 10 ml. of water. After 30 minutes, 30 ml. of chloroform is added followed by 1.5 g. (0.030 mole) of sodium cyanide in 5 ml. of water after an additional 30 minutes. About 0.7 g. of sodium bisulfite is added 1.5 hours later, and the mixture is cooled to 0° C. 30 minutes after the bisulfite addition and maintained for about 16 hour... Starting materials: CSC=1S\C(\C(N1)=O)=C/C=1C=C2C=CC=NC2=CC1 (2-methylsulfanyl-5-[1-quinolin-6-yl-meth-(Z)-ylidene]-thiazol-4-one), S1C(=CC=C1)C(C)N (1-thiophen-2-yl-ethylamine), CCN(C(C)C)C(C)C (DIEA). Yields the product S1C(=CC=C1)C(C)NC=1S\C(\C(N1)=O)=C/C=1C=C2C=CC=NC2=CC1 (2-(1-thiophen-2-yl-ethylamino)-5-[1-quinolin-6-yl-meth-(Z)-ylidene]-thiazol-4-one). RXN SMILES: CS[C:3]1[S:4]/[C:5](=[CH:9]\[C:10]2[CH:11]=[C:12]3[C:17](=[CH:18][CH:19]=2)[N:16]=[CH:15][CH:14]=[CH:13]3)/[C:6](=[O:8])[N:7]=1.[S:20]1[CH:24]=[CH:23][CH:22]=[C:21]1[CH:25]([NH2:27])[CH3:26].CCN(C(C)C)C(C)C>>[S:20]1[CH:24]=[CH:23][CH:22]=[C:21]1[CH:25]([NH:27][C:3]1[S:4]/[C:5](=[CH:9]\[C:10]2[CH:11]=[C:12]3[C:17](=[CH:18][CH:19]=2)[N:16]=[CH:15][CH:14]=[CH:13]3)/[C:6](=[O:8])[N:7]=1)[CH3:26]. Procedure details: Similar procedure as described in example 1b was used, starting from 2-methylsulfanyl-5-[1-quinolin-6-yl-meth-(Z)-ylidene]-thiazol-4-one, 1-thiophen-2-yl-ethylamine and DIEA to give 2-(1-thiophen-2-yl-ethylamino)-5-[1-quinolin-6-yl-meth-(Z)-ylidene]-thiazol-4-one. LC-MS m/e 366 (MH+). Starting materials: BrC=1C=C(C=CC1)N1[Si](CC[Si]1(C)C)(C)C (1-(3-bromophenyl)-2,2,5,5-tetramethyl-1-aza-2,5-disilacyclopentane), C(CCC)[Li] (n-butyllithium), C(=O)C1=CC=C(C(=O)N(CC)CC)C=C1 (4-formyl-N,N -diethylbenzamide). Product: crude product, NC=1C=C(C(O)C2=CC=C(C(=O)N(CC)CC)C=C2)C=CC1 (4-(3-amino-α-hydroxybenzyl)-N,N-diethylbenzamide). Yield: 25.2%. As a reaction SMILES: Br[C:2]1[CH:3]=[C:4]([N:8]2[Si](C)(C)CC[Si]2(C)C)[CH:5]=[CH:6][CH:7]=1.C([Li])CCC.[CH:22]([C:24]1[CH:36]=[CH:35][C:27]([C:28]([N:30]([CH2:33][CH3:34])[CH2:31][CH3:32])=[O:29])=[CH:26][CH:25]=1)=[O:23]>>[NH2:8][C:4]1[CH:3]=[C:2]([CH:7]=[CH:6][CH:5]=1)[CH:22]([C:24]1[CH:36]=[CH:35][C:27]([C:28]([N:30]([CH2:31][CH3:32])[CH2:33][CH3:34])=[O:29])=[CH:26][CH:25]=1)[OH:23]. Reported procedure: The protected aniline (23.64 g, 0.101 mol) was treated with n-butyllithium (1.5M in hexane, 66 mL, 0.101 mol) and 4-formyl-N,N -diethylbenzamide (20.70 g, 0.101 mol) as in Example11. Chromatography of the crude product on silica gel (Waters Prep 500, dichloromethane:ethanol/100:1-3) gave 7.59 g (25%) of 4-(3-amino-α-hydroxybenzyl)-N,N-diethylbenzamide as a light yellow hygroscopic solid. Reactants: CC(=O)O, CCOC(=O)OCC, Cc1ccccc1, [H-], [Na+], CC(=O)c1ccccc1OCC1CCCO1, O. Yields the product CCOC(=O)CC(=O)c1ccccc1OCC1CCCO1. Reaction SMILES: [C:27]([OH:28])(=[O:29])[CH3:30].[CH2:17]([CH3:18])[O:19][C:20]([O:21][CH2:23][CH3:24])=[O:22].[CH3:31][c:32]1[cH:33][cH:34][cH:35][cH:36][cH:37]1.[H-:26].[Na+:25].[O:1]1[CH:2]([CH2:6][O:7][c:8]2[c:9]([C:14]([CH3:15])=[O:16])[cH:10][cH:11][cH:12][cH:13]2)[CH2:3][CH2:4][CH2:5]1.[OH2:38]>>[O:1]1[CH:2]([CH2:6][O:7][c:8]2[c:9]([C:14]([CH2:15][C:20]([O:19][CH2:17][CH3:18])=[O:21])=[O:16])[cH:10][cH:11][cH:12][cH:13]2)[CH2:3][CH2:4][CH2:5]1. The product is BrC=1C=2C3=C(C(N(C2C(=CC1OC)C)COCC[Si](C)(C)C)=O)SC=C3 (9-bromo-8-methoxy-6-methyl-5-((2-(trimethylsilyl)ethoxy)methyl)thieno[2,3-c]quinolin-4(5H)-one). Reaction conditions: time 8 hour. Isolated yield 87.4%. Reaction SMILES: [Br:1][C:2]1[C:3]2[C:4]3[CH:18]=[CH:17][S:16][C:5]=3[C:6](=[O:15])[NH:7][C:8]=2[C:9]([CH3:14])=[CH:10][C:11]=1[O:12][CH3:13].[H-].[Na+].Cl[CH2:22][O:23][CH2:24][CH2:25][Si:26]([CH3:29])([CH3:28])[CH3:27]>CN(C=O)C.C1COCC1>[Br:1][C:2]1[C:3]2[C:4]3[CH:18]=[CH:17][S:16][C:5]=3[C:6](=[O:15])[N:7]([CH2:22][O:23][CH2:24][CH2:25][Si:26]([CH3:29])([CH3:28])[CH3:27])[C:8]=2[C:9]([CH3:14])=[CH:10][C:11]=1[O:12][CH3:13] |f:1.2|. Starting materials: BrC=1C=2C3=C(C(NC2C(=CC1OC)C)=O)SC=C3 (9-bromo-8-methoxy-6-methylthieno[2,3-c]quinolin-4(5H)-one), ice water, [H-].[Na+] (sodium hydride), ClCOCC[Si](C)(C)C ((2-(chloromethoxy)ethyl)trimethylsilane). Solvent: CN(C)C=O (DMF), C1CCOC1 (THF). Procedure: To a suspension of 9-bromo-8-methoxy-6-methylthieno[2,3-c]quinolin-4(5H)-one (2.2 g, 6.8 mmol) in a mixture of DMF (15 mL) and THF (15 mL) at 0° C. was added sodium hydride (60%, 0.54 g, 13.6 mmol). The reaction mixture was stirred at 0° C. for 30 min before (2-(chloromethoxy)ethyl)trimethylsilane (3.4 g, 20 mmol) was added. The resulting mixture was stirred at rt overnight and then poured into ice-water (50 mL). The resulting precipitate was filtered and purified by column chromatography (silic... The reactants are [Cl-].ClCC[NH3+] (2-Chloroethylammonium chloride), CC1=C(C=CC(=C1)[N+](=O)[O-])N=C=S (2-methyl-4-nitrophenyl isothiocyanate), C(C(C)C)Br (isobutyl bromide). Yields the product CC1=C(C=CC(=C1)[N+](=O)[O-])N=C1SCCN1CC(C)C (2-(2-methyl-4-nitrophenylimino)-3-isobutyl-1,3-thiazolidine). As a reaction SMILES: [Cl-].Cl[CH2:3][CH2:4][NH3+:5].[CH3:6][C:7]1[CH:12]=[C:11]([N+:13]([O-:15])=[O:14])[CH:10]=[CH:9][C:8]=1[N:16]=[C:17]=[S:18].[CH2:19](Br)[CH:20]([CH3:22])[CH3:21]>>[CH3:6][C:7]1[CH:12]=[C:11]([N+:13]([O-:15])=[O:14])[CH:10]=[CH:9][C:8]=1[N:16]=[C:17]1[N:5]([CH2:19][CH:20]([CH3:22])[CH3:21])[CH2:4][CH2:3][S:18]1 |f:0.1|. Procedure: 2-Chloroethylammonium chloride (Entry 1) was reacted with 2-methyl-4-nitrophenyl isothiocyanate, which was reacted with isobutyl bromide according to Method D2a to give 2-(2-methyl-4-nitrophenylimino)-3-isobutyl-1,3-thiazolidine. The reactants are CC(C)OC(=O)/N=N/C(=O)OC(C)C (DIAD), C(C)(C)(C)OC(CCC1=C(C=C(C=C1)OCCC=1N=C(OC1C)C1=CC=C(C=C1)O)CNC(=O)OC(C)C)=O (3-[4-{2-[2-(4-Hydroxy-phenyl)-5-methyl-oxazol-4-yl]-ethoxy}-2-(isopropoxycarbonylamino-methyl)-phenyl]-propionic acid tert-butyl ester), O1CCC(CC1)O (tetrahydro-pyran-4-ol), C1(=CC=CC=C1)P(C1=CC=CC=C1)C1=CC=CC=C1 (triphenylphosphine). The solvent is C1(=CC=CC=C1)C (toluene). Conditions: time 16 hour. The product is C(C)(C)(C)OC(CCC1=C(C=C(C=C1)OCCC=1N=C(OC1C)C1=CC=C(C=C1)OC1CCOCC1)CNC(=O)OC(C)C)=O (3-[2-(isopropoxycarbonylamino-methyl)-4-(2-{5-methyl-2-[4-(tetrahydro-pyran-4-yloxy)-phenyl]-oxazol-4-yl}-ethoxy)-phenyl]-propionic acid tert-butyl ester). As a reaction SMILES: [C:1]([O:5][C:6](=[O:39])[CH2:7][CH2:8][C:9]1[CH:14]=[CH:13][C:12]([O:15][CH2:16][CH2:17][C:18]2[N:19]=[C:20]([C:24]3[CH:29]=[CH:28][C:27]([OH:30])=[CH:26][CH:25]=3)[O:21][C:22]=2[CH3:23])=[CH:11][C:10]=1[CH2:31][NH:32][C:33]([O:35][CH:36]([CH3:38])[CH3:37])=[O:34])([CH3:4])([CH3:3])[CH3:2].[O:40]1[CH2:45][CH2:44][CH:43](O)[CH2:42][CH2:41]1.C1(P(C2C=CC=CC=2)C2C=CC=CC=2)C=CC=CC=1.CC(OC(/N=N/C(OC(C)C)=O)=O)C>C1(C)C=CC=CC=1>[C:1]([O:5][C:6](=[O:39])[CH2:7][CH2:8][C:9]1[CH:14]=[CH:13][C:12]([O:15][CH2:16][CH2:17][C:18]2[N:19]=[C:20]([C:24]3[CH:25]=[CH:26][C:27]([O:30][CH:43]4[CH2:44][CH2:45][O:40][CH2:41][CH2:42]4)=[CH:28][CH:29]=3)[O:21][C:22]=2[CH3:23])=[CH:11][C:10]=1[CH2:31][NH:32][C:33]([O:35][CH:36]([CH3:37])[CH3:38])=[O:34])([CH3:4])([CH3:3])[CH3:2]. Procedure details: A mixture of 3-[4-{2-[2-(4-hydroxy-phenyl)-5-methyl-oxazol-4-yl]-ethoxy}-2-(isopropoxycarbonylamino-methyl)-phenyl]-propionic acid tert-butyl ester (120 mg, 0.223 mmol, Example 406), tetrahydro-pyran-4-ol (22.7 mg, 0.223 mmol), triphenylphosphine (58.4 mg, 0.223 mmol) and toluene (10 mL) was treated dropwise with DIAD (45 mg, 0.223 mmol). The mixture was stirred under N2 at ambient temperature for 16 h and concentrated. The crude product was purified by radial chromatography (10-70% EtOAc/hexane...